Task: describe an organic reaction: reactants, conditions, products, and yield. Dataset: the Open Reaction Database (ORD), a public repository of structured organic reaction records Starting materials: FC1=CC=C(C(=O)O)C=C1 (4-fluoro-benzoic acid), FC1=C(C=C(C(=C1)C1=CC=C2C(=NNC2=C1)C=1NC2=C(CNCC2)N1)CC(F)(F)F)O (2-fluoro-4-[3-(4,5,6,7-tetrahydro-1H-imidazo[4,5-c]pyridin-2-yl)-1H-indazol-6-yl]-5-(2,2,2-trifluoro-ethyl)-phenol). Yields the product C(C)NCC.FC=1C(=CC(=C(C1)C1=CC=C2C(=NNC2=C1)C=1NC2=C(CN(CC2)C(=O)C2=CC=C(C=C2)F)N1)CC(F)(F)F)O ((2-{6-[5-Fluoro-4-hydroxy-2-(2,2,2-trifluoro-ethyl)-phenyl]-1H-indazol-3-yl}-1,4,6,7-tetrahydro-imidazo[4,5-c]pyridin-5-yl)-(4-fluoro-phenyl)-methanone diethylamine salt). Yield: 63.3%. RXN SMILES: [F:1][C:2]1[CH:10]=[CH:9][C:5]([C:6]([OH:8])=O)=[CH:4][CH:3]=1.[F:11][C:12]1[CH:17]=[C:16]([C:18]2[CH:26]=[C:25]3[C:21]([C:22]([C:27]4[NH:28][C:29]5[CH2:34][CH2:33][NH:32][CH2:31][C:30]=5[N:35]=4)=[N:23][NH:24]3)=[CH:20][CH:19]=2)[C:15]([CH2:36][C:37]([F:40])([F:39])[F:38])=[CH:14][C:13]=1[OH:41]>>[CH2:27]([NH:28][CH2:29][CH3:30])[CH3:22].[F:11][C:12]1[C:13]([OH:41])=[CH:14][C:15]([CH2:36][C:37]([F:38])([F:39])[F:40])=[C:16]([C:18]2[CH:26]=[C:25]3[C:21]([C:22]([C:27]4[NH:28][C:29]5[CH2:34][CH2:33][N:32]([C:6]([C:5]6[CH:4]=[CH:3][C:2]([F:1])=[CH:10][CH:9]=6)=[O:8])[CH2:31][C:30]=5[N:35]=4)=[N:23][NH:24]3)=[CH:20][CH:19]=2)[CH:17]=1 |f:2.3|. Procedure details: The title compound was prepared from 4-fluoro-benzoic acid (24 mg, 168 μmol) and 2-fluoro-4-[3-(4,5,6,7-tetrahydro-1H-imidazo[4,5-c]pyridin-2-yl)-1H-indazol-6-yl]-5-(2,2,2-trifluoro-ethyl)-phenol (Preparation 39, 100 mg, 168 μmol) using the method of Example 8. The crude material was purified by HPLC Method A to afford 33.3 mg of the title compound. Reaction conditions: time 15 hour. Reaction SMILES: [CH3:1][NH:2][CH3:3].[F:4][C:5]1[CH:10]=[CH:9][C:8]([C:11]2[N:15]([CH3:16])[N:14]=[CH:13][C:12]=2/[CH:17]=[CH:18]/[C:19]([NH:21][C:22]2[CH:27]=[CH:26][C:25]([CH2:28][C:29](O)=[O:30])=[CH:24][CH:23]=2)=[O:20])=[CH:7][CH:6]=1.O.ON1C2C=CC=CC=2N=N1.Cl.C(N=C=NCCCN(C)C)C>O.CN(C)C=O>[CH3:1][N:2]([CH3:3])[C:29](=[O:30])[CH2:28][C:25]1[CH:26]=[CH:27][C:22]([NH:21][C:19](=[O:20])/[CH:18]=[CH:17]/[C:12]2[CH:13]=[N:14][N:15]([CH3:16])[C:11]=2[C:8]2[CH:7]=[CH:6][C:5]([F:4])=[CH:10][CH:9]=2)=[CH:23][CH:24]=1 |f:2.3,4.5|. Procedure details: A mixture of dimethylamine (2M tetrahydrofuran solution, 1.7 mL), [4-({(2E)-3-[5-(4-fluorophenyl)-1-methyl-1H-pyrazol-4-yl]prop-2-enoyl}amino)phenyl]acetic acid (0.70 g), 1-hydroxy-1H-1,2,3-benzotriazole hydrate (0.35 g), 1-ethyl-3-(3-dimethylaminopropyl) carbodiimide hydrochloride (0.44 g) and N,N-dimethylformamide (20 mL) was stirred at room temperature for 15 hrs. Water was poured into the reaction mixture, and the mixture was extracted with ethyl acetate. The organic layer was washed success... Reactants: CNC (dimethylamine), FC1=CC=C(C=C1)C1=C(C=NN1C)/C=C/C(=O)NC1=CC=C(C=C1)CC(=O)O ([4-({(2E)-3-[5-(4-fluorophenyl)-1-methyl-1H-pyrazol-4-yl]prop-2-enoyl}amino)phenyl]acetic acid), O.ON1N=NC2=C1C=CC=C2 (1-hydroxy-1H-1,2,3-benzotriazole hydrate), Cl.C(C)N=C=NCCCN(C)C (1-ethyl-3-(3-dimethylaminopropyl) carbodiimide hydrochloride). The yield is 49.0%. Solvent: CN(C=O)C (N,N-dimethylformamide), O (Water). The product is CN(C(CC1=CC=C(C=C1)NC(\C=C\C=1C=NN(C1C1=CC=C(C=C1)F)C)=O)=O)C ((2E)-N-{4-[2-(dimethylamino)-2-oxoethyl]phenyl}-3-[5-(4-fluorophenyl)-1-methyl-1H-pyrazol-4-yl]acrylamide). Reactants: FC1=C(C=CC(=C1)F)C1N=C(NC(=C1C(=O)OCC)C)C=1SC=NN1 (Ethyl 4-(2,4-difluorophenyl)-6-methyl-2-(1,3,4-thiadiazol-2-yl)-1,4-dihydropyrimidine-5-carboxylate), C1CC(=O)N(C1=O)Br (NBS). The product is BrCC1=C(C(N=C(N1)C=1SC=NN1)C1=C(C=C(C=C1)F)F)C(=O)OCC (Ethyl 6-(bromomethyl)-4-(2,4-difluorophenyl)-2-(1,3,4-thiadiazol-2-yl)-1,4-dihydropyrimidine-5-carboxylate). Isolated yield 59.8%. RXN SMILES: [F:1][C:2]1[CH:7]=[C:6]([F:8])[CH:5]=[CH:4][C:3]=1[CH:9]1[C:14]([C:15]([O:17][CH2:18][CH3:19])=[O:16])=[C:13]([CH3:20])[NH:12][C:11]([C:21]2[S:22][CH:23]=[N:24][N:25]=2)=[N:10]1.C1C(=O)N([Br:33])C(=O)C1>>[Br:33][CH2:20][C:13]1[NH:12][C:11]([C:21]2[S:22][CH:23]=[N:24][N:25]=2)=[N:10][CH:9]([C:3]2[CH:4]=[CH:5][C:6]([F:8])=[CH:7][C:2]=2[F:1])[C:14]=1[C:15]([O:17][CH2:18][CH3:19])=[O:16]. Procedure: Ethyl 4-(2,4-difluorophenyl)-6-methyl-2-(1,3,4-thiadiazol-2-yl)-1,4-dihydropyrimidine-5-carboxylate (0.73 g, 2 mmol) was reacted with NBS (0.36 g, 2 mmol) according to the procedure as described in Example 1, Step B to give the title compound as a yellow solid (0.53 g, 60%). The compound was characterized by the following spectroscopic data: The reactants are ClC1=C(C(=CC=C1)Cl)C1=CC2=C(N=C(N=C2)OCCOCC)N(C1=N)C (6-(2,6-Dichlorophenyl)-2-(2-ethoxy-ethoxy)-8-methyl-8H-pyrido[2,3-d]pyrimidin-7-ylideneamine). Solvent: Cl (hydrochloric acid). Product: Cl.ClC1=C(C(=CC=C1)Cl)C1=CC2=C(N=C(N=C2)O)N(C1=N)C (6-(2,6-dichlorophenyl)-2-hydroxy-8-methyl-8H-pyrido[2,3-d]pyrimidin-7-ylideneamine, hydrochloride). Reaction SMILES: [Cl:1][C:2]1[CH:7]=[CH:6][CH:5]=[C:4]([Cl:8])[C:3]=1[C:9]1[C:24](=[NH:25])[N:23]([CH3:26])[C:12]2[N:13]=[C:14]([O:17]CCOCC)[N:15]=[CH:16][C:11]=2[CH:10]=1>Cl>[ClH:1].[Cl:8][C:4]1[CH:5]=[CH:6][CH:7]=[C:2]([Cl:1])[C:3]=1[C:9]1[C:24](=[NH:25])[N:23]([CH3:26])[C:12]2[N:13]=[C:14]([OH:17])[N:15]=[CH:16][C:11]=2[CH:10]=1 |f:2.3|. Reported procedure: A solution of 78.0 mg (0.20 mmol) of the ethoxyethyl ether from Example 22 in 1.0 mL of 6N hydrochloric acid was heated at reflux for 5 minutes. The solvent was removed by evaporation under reduced pressure. The remaining solid hydrochloride salt was recrystallized from ethanol-ethyl acetate to afford crystalline 6-(2,6-dichlorophenyl)-2-hydroxy-8-methyl-8H-pyrido[2,3-d]pyrimidin-7-ylideneamine, hydrochloride; mp 255°-260° C. The reactants are CON=C(C(=O)OC)C1=C(C(=CC=C1)Cl)CBr (methyl 2-methoxyimino-2-[2-bromomethyl-3-chlorophenyl]acetate), ice water, C(C)(C)OC1=NC(=CC(=N1)O)C(F)(F)F (2-isopropoxy-4-hydroxy-6-trifluoromethylpyrimidine), C([O-])([O-])=O.[K+].[K+] (potassium carbonate). The solvent is CN(C=O)C (dimethylformamide), CN(C=O)C (dimethyl formamide). Conditions: time 8 hour. Yields the product CON=C(C(=O)OC)C1=C(C(=CC=C1)Cl)COC1=NC(=NC(=C1)C(F)(F)F)OC(C)C (Methyl 2-methoxyimino-2-[3-chloro-2-(2-isopropoxy-6-trifluoromethylpyrimidin-4-yloxymethyl)phenyl]acetate). The yield is 61.2%. As a reaction SMILES: [CH:1]([O:4][C:5]1[N:10]=[C:9]([OH:11])[CH:8]=[C:7]([C:12]([F:15])([F:14])[F:13])[N:6]=1)([CH3:3])[CH3:2].C(=O)([O-])[O-].[K+].[K+].[CH3:22][O:23][N:24]=[C:25]([C:30]1[CH:35]=[CH:34][CH:33]=[C:32]([Cl:36])[C:31]=1[CH2:37]Br)[C:26]([O:28][CH3:29])=[O:27]>CN(C)C=O>[CH3:22][O:23][N:24]=[C:25]([C:30]1[CH:35]=[CH:34][CH:33]=[C:32]([Cl:36])[C:31]=1[CH2:37][O:11][C:9]1[CH:8]=[C:7]([C:12]([F:14])([F:15])[F:13])[N:6]=[C:5]([O:4][CH:1]([CH3:3])[CH3:2])[N:10]=1)[C:26]([O:28][CH3:29])=[O:27] |f:1.2.3|. Reported procedure: 3.3 g of 2-isopropoxy-4-hydroxy-6-trifluoromethylpyrimidine and 2.4 g of potassium carbonate are stirred at room temperature (about 25° C.) for 30 min in 100 ml of dimethyl formamide and the mixture is then treated dropwise in the course of 1 hour with a solution of 4.8 g of methyl 2-methoxyimino-2-[2-bromomethyl-3-chlorophenyl]acetate in 30 ml of dimethylformamide. After a further 8 hours at room temperature, the reaction mixture is added to ice water and the product is extracted using tert-but... The reactants are COC(=O)CCc1ccc(N2CCN(c3ccc(C#N)cc3)C2=O)cc1, COc1ccc(P2(=S)SP(=S)(c3ccc(OC)cc3)S2)cc1, Cc1ccccc1C. Product: COC(=O)CCc1ccc(N2CCN(c3ccc(C#N)cc3)C2=S)cc1. As a reaction SMILES: [C:1](#[N:2])[c:3]1[cH:4][cH:5][c:6]([N:9]2[C:10](=[O:26])[N:11]([c:14]3[cH:15][cH:16][c:17]([CH2:20][CH2:21][C:22](=[O:23])[O:24][CH3:25])[cH:18][cH:19]3)[CH2:12][CH2:13]2)[cH:7][cH:8]1.[CH3:27][O:28][c:29]1[cH:30][cH:31][c:32]([P:33]2(=[S:34])[S:35][P:37](=[S:38])([c:39]3[cH:40][cH:41][c:42]([O:43][CH3:44])[cH:45][cH:46]3)[S:36]2)[cH:47][cH:48]1.[c:49]1([CH3:50])[c:51]([CH3:52])[cH:53][cH:54][cH:55][cH:56]1>>[C:1](#[N:2])[c:3]1[cH:4][cH:5][c:6]([N:9]2[C:10](=[S:36])[N:11]([c:14]3[cH:15][cH:16][c:17]([CH2:20][CH2:21][C:22](=[O:23])[O:24][CH3:25])[cH:18][cH:19]3)[CH2:12][CH2:13]2)[cH:7][cH:8]1. The reactants are NC1=C(C=CC=C1C(C1=CC=C(C=C1)Cl)=O)CC(=O)O (2-amino-3-(4-chlorobenzoyl)benzene acetic acid), O (H2O), C(C)I (ethyl iodide), [Na] (sodium), O (water). Run in CN(C=O)C (dimethylformamide). Conditions: time 2.5 hour. Yields the product NC1=C(C=CC=C1C(C1=CC=C(C=C1)Cl)=O)CC(=O)OCC (2-Amino-3-(4-chlorobenzoyl)benzeneacetic Acid, Ethyl Ester). RXN SMILES: [NH2:1][C:2]1[C:7]([C:8](=[O:16])[C:9]2[CH:14]=[CH:13][C:12]([Cl:15])=[CH:11][CH:10]=2)=[CH:6][CH:5]=[CH:4][C:3]=1[CH2:17][C:18]([OH:20])=[O:19].[Na].O.[CH2:23](I)[CH3:24]>CN(C)C=O>[NH2:1][C:2]1[C:7]([C:8](=[O:16])[C:9]2[CH:14]=[CH:13][C:12]([Cl:15])=[CH:11][CH:10]=2)=[CH:6][CH:5]=[CH:4][C:3]=1[CH2:17][C:18]([O:20][CH2:23][CH3:24])=[O:19] |^1:20|. Reported procedure: Fourteen g of 2-amino-3-(4-chlorobenzoyl)benzene acetic acid, sodium salt.H2O was dissolved in 150 ml of dimethylformamide and then treated with 30 g of ethyl iodide. The resulting solution was stirred at room temperature for 2.5 hours. The solution was then added to water and the mixture was extracted several times with benzene. The benzene layer obtained was washed with dilute base and water, dried over sodium sulfate and stripped to leave an oil which crystallized on trituration with pet. eth...